describe an organic reaction: reactants, conditions, products, and yield From a dataset of the Open Reaction Database (ORD), a public repository of structured organic reaction records. Reactants: C[O-].[K+] (potassium methoxide), C(C)(=O)SC(C(=O)OC)CCCCBr (methyl 2-(acetylthio)-6-bromohexanoate). Run in C1CCOC1 (THF). The product is S1C(CCCC1)C(=O)OC (methyl tetrahydro-2H-thiopyran-2-carboxylate). Reaction SMILES: C[O-].[K+].C([S:7][CH:8]([CH2:13][CH2:14][CH2:15][CH2:16]Br)[C:9]([O:11][CH3:12])=[O:10])(=O)C>C1COCC1>[S:7]1[CH2:16][CH2:15][CH2:14][CH2:13][CH:8]1[C:9]([O:11][CH3:12])=[O:10] |f:0.1|. Procedure details: Neat potassium methoxide (133 mg, 1.893 mmol) was added to a solution of methyl 2-(acetylthio)-6-bromohexanoate (536 mg, 1.893 mmol) in an. THF (18 mL) and the mixture was stirred at rt for 2 days under nitrogen. The crude isolate was purified by silica gel FCC (DCM) to afford methyl tetrahydro-2H-thiopyran-2-carboxylate as a clear oil which was saponified (1N NaOH, MeOH-THF) to afford Cap P-38. Procedure: Reaction of 21 (rac-Ethyl (2E)-4-hydroxypent-2-enoate) (1.44 g, 10 mmol) with benzyl isocyanate (1.73 g, 13 mmol) in toluene (8 ml) according to Example 1. Purification by flash chromatography (AcOiPr:heptane fraction 25:75) yields 3 (rac-Ethyl (2E)-4-(benzylaminocarbonyloxy)pent-2-enoate) (2.49 g, 90%) as a with solid. The reactants are OC(/C=C/C(=O)OCC)C (rac-Ethyl (2E)-4-hydroxypent-2-enoate), C(C1=CC=CC=C1)N=C=O (benzyl isocyanate). The product is C(C1=CC=CC=C1)NC(=O)OC(/C=C/C(=O)OCC)C (rac-Ethyl (2E)-4-(benzylaminocarbonyloxy)pent-2-enoate). Run in C1(=CC=CC=C1)C (toluene). As a reaction SMILES: [OH:1][CH:2]([CH3:10])/[CH:3]=[CH:4]/[C:5]([O:7][CH2:8][CH3:9])=[O:6].[CH2:11]([N:18]=[C:19]=[O:20])[C:12]1[CH:17]=[CH:16][CH:15]=[CH:14][CH:13]=1>C1(C)C=CC=CC=1>[CH2:11]([NH:18][C:19]([O:1][CH:2]([CH3:10])/[CH:3]=[CH:4]/[C:5]([O:7][CH2:8][CH3:9])=[O:6])=[O:20])[C:12]1[CH:17]=[CH:16][CH:15]=[CH:14][CH:13]=1. Starting materials: Brc1cc2c(cc1Br)OCO2, [K+], [K+], O=C([O-])[O-], O=C(C=Cc1ccccc1)C=Cc1ccccc1, O=C(C=Cc1ccccc1)C=Cc1ccccc1, O=C(C=Cc1ccccc1)C=Cc1ccccc1, C1COCCO1, [Pd], [Pd], Nc1ncnc2nc(S)[nH]c12. Yields the product Nc1ncnc2[nH]c(Sc3cc4c(cc3Br)OCO4)nc12. Reaction SMILES: [Br:12][c:13]1[cH:14][c:15]2[c:16]([cH:20][c:21]1[Br:22])[O:17][CH2:18][O:19]2.[K+:23].[K+:24].[O-:25][C:26]([O-:27])=[O:28].[O:31]=[C:32]([CH:33]=[CH:34][c:35]1[cH:36][cH:37][cH:38][cH:39][cH:40]1)[CH:41]=[CH:42][c:43]1[cH:44][cH:45][cH:46][cH:47][cH:48]1.[O:49]=[C:50]([CH:51]=[CH:52][c:53]1[cH:54][cH:55][cH:56][cH:57][cH:58]1)[CH:59]=[CH:60][c:61]1[cH:62][cH:63][cH:64][cH:65][cH:66]1.[O:67]=[C:68]([CH:69]=[CH:70][c:71]1[cH:72][cH:73][cH:74][cH:75][cH:76]1)[CH:77]=[CH:78][c:79]1[cH:80][cH:81][cH:82][cH:83][cH:84]1.[O:85]1[CH2:86][CH2:87][O:88][CH2:89][CH2:90]1.[Pd:29].[Pd:30].[SH:1][c:2]1[n:3][c:4]2[n:5][cH:6][n:7][c:8]([NH2:11])[c:9]2[nH:10]1>>[S:1]([c:2]1[nH:3][c:4]2[n:5][cH:6][n:7][c:8]([NH2:11])[c:9]2[n:10]1)[c:13]1[cH:14][c:15]2[c:16]([cH:20][c:21]1[Br:22])[O:17][CH2:18][O:19]2. Starting materials: CC(C)Cc1ccc(COc2ccc3c(c2)cc2n3CCC2CC(=O)OC(C)(C)C)cc1C(F)(F)F, O=C(O)C(F)(F)F, NC(CS)C(=O)O, O. The product is CC(C)Cc1ccc(COc2ccc3c(c2)cc2n3CCC2CC(=O)O)cc1C(F)(F)F. RXN SMILES: [CH2:15]([CH:16]([CH3:17])[CH3:18])[c:19]1[c:20]([C:47]([F:48])([F:49])[F:50])[cH:21][c:22]([CH2:23][O:24][c:25]2[cH:26][c:27]3[cH:28][c:29]4[n:30]([c:31]3[cH:32][cH:33]2)[CH2:34][CH2:35][CH:36]4[CH2:37][C:38](=[O:39])[O:40][C:41]([CH3:42])([CH3:43])[CH3:44])[cH:45][cH:46]1.[F:8][C:9]([F:10])([F:11])[C:12]([OH:13])=[O:14].[NH2:1][CH:2]([CH2:3][SH:4])[C:5]([OH:6])=[O:7].[OH2:51]>>[CH2:15]([CH:16]([CH3:17])[CH3:18])[c:19]1[c:20]([C:47]([F:48])([F:49])[F:50])[cH:21][c:22]([CH2:23][O:24][c:25]2[cH:26][c:27]3[cH:28][c:29]4[n:30]([c:31]3[cH:32][cH:33]2)[CH2:34][CH2:35][CH:36]4[CH2:37][C:38](=[O:39])[OH:40])[cH:45][cH:46]1. The reactants are 40, Cl.C(C)(N)=N (ethanimidamide hydrochloride), cis-N-{4-[4-{4-[2-(2,4-dichlorophenyl)-2-(1H-imidazol-1-ylmethyl)-1,3-dioxolan-4-ylmethoxy]phenyl}-1-piperazinyl]phenyl}hydrazinecarboxamide, C(C)(=O)[O-].[Na+] (sodium acetate), CN(C=O)C (N,N-dimethylformamide). Solvent: O (water). Run at temperature 130 celsius. The product is CC(C)[O-].CC=1NC(NN1)=O (2,4-dihydro-5-methyl-3H-1,2,4-triazol-3-one 2-propanolate). RXN SMILES: Cl.[C:2](=[NH:5])([NH2:4])[CH3:3].[C:6]([O-:9])(=O)[CH3:7].[Na+].C[N:12](C)[CH:13]=[O:14]>O>[CH3:2][CH:6]([O-:9])[CH3:7].[CH3:3][C:2]1[NH:5][C:13](=[O:14])[NH:12][N:4]=1 |f:0.1,2.3,6.7|. Procedure: A mixture of 40 parts of ethanimidamide hydrochloride, 20 parts of cis-N-{4-[4-{4-[2-(2,4-dichlorophenyl)-2-(1H-imidazol-1-ylmethyl)-1,3-dioxolan-4-ylmethoxy]phenyl}-1-piperazinyl]phenyl}hydrazinecarboxamide, 40 parts of sodium acetate and 90 parts of N,N-dimethylformamide is stirred and heated for 4 hours at 130° C. The reaction mixture is cooled and 100 parts of water are added. The precipitated product is filtered off, washed with water and with 2-propanol, and crystallized from 1-butanol, yi... Starting materials: SCc1ccccc1, CCOC(C)=O, CO, CCCN1C(=O)c2ccccc2C1(Cl)c1ccc(Cl)cc1. The product is CCCN1C(=O)c2ccccc2C1(SCc1ccccc1)c1ccc(Cl)cc1. RXN SMILES: [CH2:22]([c:23]1[cH:24][cH:25][cH:26][cH:27][cH:28]1)[SH:29].[CH3:30][CH2:31][O:32][C:33](=[O:34])[CH3:35].[CH3:36][OH:37].[Cl:1][C:2]1([c:15]2[cH:16][cH:17][c:18]([Cl:21])[cH:19][cH:20]2)[N:3]([CH2:12][CH2:13][CH3:14])[C:4](=[O:11])[c:5]2[cH:6][cH:7][cH:8][cH:9][c:10]21>>[C:2]1([c:15]2[cH:16][cH:17][c:18]([Cl:21])[cH:19][cH:20]2)([S:29][CH2:22][c:23]2[cH:24][cH:25][cH:26][cH:27][cH:28]2)[N:3]([CH2:12][CH2:13][CH3:14])[C:4](=[O:11])[c:5]2[cH:6][cH:7][cH:8][cH:9][c:10]21. The reactants are CO, [H][H], OCCOCCn1c(NC2CCN(Cc3ccccc3)CC2)nc2ccccc21. The product is OCCOCCn1c(NC2CCNCC2)nc2ccccc21. Reaction SMILES: [CH3:32][OH:33].[H:30][H:31].[c:1]1([CH2:2][N:8]2[CH2:9][CH2:10][CH:11]([NH:14][c:15]3[n:16][c:17]4[c:18]([n:19]3[CH2:20][CH2:21][O:22][CH2:23][CH2:24][OH:25])[cH:26][cH:27][cH:28][cH:29]4)[CH2:12][CH2:13]2)[cH:3][cH:4][cH:5][cH:6][cH:7]1>>[NH:8]1[CH2:9][CH2:10][CH:11]([NH:14][c:15]2[n:16][c:17]3[c:18]([n:19]2[CH2:20][CH2:21][O:22][CH2:23][CH2:24][OH:25])[cH:26][cH:27][cH:28][cH:29]3)[CH2:12][CH2:13]1. The reactants are COC(=O)CBr, O=C([O-])[O-], CC(C)=O, Cl, Oc1c(F)cccc1F, [K+], [K+], O. The product is COC(=O)COc1c(F)cccc1F. RXN SMILES: [Br:16][CH2:17][C:18](=[O:19])[O:20][CH3:21].[C:10](=[O:11])([O-:12])[O-:13].[CH3:23][C:24](=[O:25])[CH3:26].[ClH:22].[F:1][c:2]1[c:3]([OH:9])[c:4]([F:8])[cH:5][cH:6][cH:7]1.[K+:14].[K+:15].[OH2:27]>>[F:1][c:2]1[c:3]([O:9][CH2:17][C:18](=[O:19])[O:20][CH3:21])[c:4]([F:8])[cH:5][cH:6][cH:7]1.